Task: describe an organic reaction: reactants, conditions, products, and yield. Dataset: the Open Reaction Database (ORD), a public repository of structured organic reaction records Reactants: CC(=O)O, CO, CCOC(C)=O, [Fe], O=[N+]([O-])c1cnc(-n2cc(C(F)(F)F)cn2)nc1. Yields the product Nc1cnc(-n2cc(C(F)(F)F)cn2)nc1. RXN SMILES: [CH3:1][C:2](=[O:3])[OH:4].[CH3:23][OH:24].[CH3:25][CH2:26][O:27][C:28](=[O:29])[CH3:30].[Fe:31].[N+:5]([O-:6])(=[O:7])[c:8]1[cH:9][n:10][c:11](-[n:14]2[n:15][cH:16][c:17]([C:19]([F:20])([F:21])[F:22])[cH:18]2)[n:12][cH:13]1>>[NH2:5][c:8]1[cH:9][n:10][c:11](-[n:14]2[n:15][cH:16][c:17]([C:19]([F:20])([F:21])[F:22])[cH:18]2)[n:12][cH:13]1.